Dataset: the Open Reaction Database (ORD), a public repository of structured organic reaction records. Task: describe an organic reaction: reactants, conditions, products, and yield Yields the product C=C(CC(C)C)C(CC)CO. Reaction SMILES: [Al+3:26].[CH2:11]([CH3:12])[CH:13]([C:14](=[O:15])[O:16][CH2:17][CH3:18])[C:19]([CH2:20][CH:21]([CH3:22])[CH3:23])=[CH2:24].[CH2:31]1[O:32][CH2:33][CH2:34][CH2:35]1.[CH3:1][CH:2]([C:3](=[CH2:4])[CH2:5][CH:6]([CH3:7])[CH3:8])[CH2:9][OH:10].[H-:25].[H-:28].[H-:29].[H-:30].[Li+:27]>>[CH2:11]([CH3:12])[CH:13]([CH2:14][OH:15])[C:19]([CH2:20][CH:21]([CH3:22])[CH3:23])=[CH2:24]. Reactants: [Al+3], C=C(CC(C)C)C(CC)C(=O)OCC, C1CCOC1, C=C(CC(C)C)C(C)CO, [H-], [H-], [H-], [H-], [Li+]. The reactants are O=C1C(CCCCC1)C(=O)OC (Methyl 2-oxo-1-cycloheptanecarboxylate), BrBr (Bromine). The solvent is C(Cl)(Cl)(Cl)Cl (carbon tetrachloride). Conditions: temperature 0 celsius, time 4 day. Product: BrC1C(C(CCCC1)C(=O)OC)=O (methyl 3-bromo-2-oxocycloheptanecarboxylate). Reaction SMILES: [O:1]=[C:2]1[CH2:8][CH2:7][CH2:6][CH2:5][CH2:4][CH:3]1[C:9]([O:11][CH3:12])=[O:10].[Br:13]Br>C(Cl)(Cl)(Cl)Cl>[Br:13][CH:8]1[CH2:7][CH2:6][CH2:5][CH2:4][CH:3]([C:9]([O:11][CH3:12])=[O:10])[C:2]1=[O:1]. Procedure: Methyl 2-oxo-1-cycloheptanecarboxylate (50 g, 294 mmole) was dissolved in carbon tetrachloride (200 mL) and chilled to 0° C. Bromine (46.8 g, 294 mmole) was added via addition funnel over ˜30 minutes. The cooling bath was then removed and the reaction was allowed to warm to rt. The reaction was stirred under nitrogen at room temperature for 4 days. After 4 days the solution was poured into a separatory funnel containing water (1 L). The organic was washed with water and dried over sodium sulfate... Starting materials: N1(CCOCC1)CC=1C=C(C(=CC1)N)N (4-Morpholin-4-ylmethyl-benzene-1,2-diamine), [N+](=O)([O-])C=1C(=NNC1)C(=O)O (4-nitro-1H-pyrazole-3-carboxylic acid), F[B-](F)(F)F.N1(N=NC2=C1C=CC=C2)OC(=[N+](C)C)N(C)C (O-(Benzotriazol-1-yl)-N,N,N′,N′-tetramethyluronium tetrafluoroborate). The solvent is CN(C=O)C (dimethylformamide). Reaction conditions: time 24 hour. The product is N1(CCOCC1)CC1=CC2=C(NC(=N2)C2=NNC=C2[N+](=O)[O-])C=C1 (5-morpholin-4-ylmethyl-2-(4-nitro-1H-pyrazol-3-yl)1H-benzimidazole). Yield: 40.0%. RXN SMILES: [N:1]1([CH2:7][C:8]2[CH:9]=[C:10]([NH2:15])[C:11]([NH2:14])=[CH:12][CH:13]=2)[CH2:6][CH2:5][O:4][CH2:3][CH2:2]1.[N+:16]([C:19]1[C:20]([C:24](O)=O)=[N:21][NH:22][CH:23]=1)([O-:18])=[O:17].F[B-](F)(F)F.N1(OC(N(C)C)=[N+](C)C)C2C=CC=CC=2N=N1>CN(C)C=O>[N:1]1([CH2:7][C:8]2[CH:13]=[CH:12][C:11]3[NH:14][C:24]([C:20]4[C:19]([N+:16]([O-:18])=[O:17])=[CH:23][NH:22][N:21]=4)=[N:15][C:10]=3[CH:9]=2)[CH2:6][CH2:5][O:4][CH2:3][CH2:2]1 |f:2.3|. Procedure details: 4-Morpholin-4-ylmethyl-benzene-1,2-diamine (1 mol. eq.) and 4-nitro-1H-pyrazole-3-carboxylic acid (1 mol. eq.) were dissolved in dimethylformamide (DMF) (10 vol.). O-(Benzotriazol-1-yl)-N,N,N′,N′-tetramethyluronium tetrafluoroborate (TBTU) (1.2 mol. eq.) was added and the mixture was stirred at ambient temperature for 24 hours. The mixture was concentrated in vacuo until no further solvent was seen to distil. The residue was then dissolved in glacial acetic acid (10 vol.) and heated at 65° C. fo...